This data is from the Open Reaction Database (ORD), a public repository of structured organic reaction records. The task is: describe an organic reaction: reactants, conditions, products, and yield Reactants: NC1=C(C(=O)OC)C=CC(=C1N)C(F)(F)F (methyl 2,3-diamino-4-(trifluoromethyl)benzoate), C(C)(C)N(CC)C(C)C (diisopropylethylamine), ClC(Cl)(OC(OC(Cl)(Cl)Cl)=O)Cl (triphosgene). Solvent: C1(=CC=CC=C1)C (toluene), C1(=CC=CC=C1)C (toluene). Conditions: time 16 hour. Product: O=C1NC2=C(N1)C(=CC=C2C(=O)OC)C(F)(F)F (Methyl 2-oxo-7-(trifluoromethyl)-2,3-dihydro-1H-benzimidazole-4-carboxylate). Reaction SMILES: [NH2:1][C:2]1[C:11]([NH2:12])=[C:10]([C:13]([F:16])([F:15])[F:14])[CH:9]=[CH:8][C:3]=1[C:4]([O:6][CH3:7])=[O:5].C(N(C(C)C)CC)(C)C.Cl[C:27](Cl)([O:29]C(=O)OC(Cl)(Cl)Cl)Cl>C1(C)C=CC=CC=1>[O:29]=[C:27]1[NH:12][C:11]2[C:10]([C:13]([F:14])([F:15])[F:16])=[CH:9][CH:8]=[C:3]([C:4]([O:6][CH3:7])=[O:5])[C:2]=2[NH:1]1. Reported procedure: To a stirring solution of methyl 2,3-diamino-4-(trifluoromethyl)benzoate (5.10 g, 0.022 mol) and diisopropylethylamine (6.26 g, 0.048 mol) in toluene (50 ml) was added a solution of triphosgene (2.58 g, 0.0087 mol) in toluene (20 ml) dropwise and stirred at room temperature for 16 h. The reaction mixture was concentrated in vacuo. The residue was diluted with 1N hydrochloric acid and extracted with ethyl acetate and tetrahydrofuran. The extracts were washed with water, dried over magnesium sulfa... Reactants: [H][H] (hydrogen), Cl.[N+](=O)([O-])C1=CC=C(O[C@@H]2[C@@H](CNCC2)C2=CC=CC=C2)C=C1 (cis-4-(4-nitrophenoxy)-3-phenylpiperidine hydrochloride), Cl.NC1=CC=C(O[C@@H]2[C@@H](CNCC2)C2=CC=CC=C2)C=C1 (cis-4-(4-aminophenoxy)-3-phenylpiperidine hydrochloride). The reagents and catalysts are [Pd] (palladium on carbon). Run in C(C)O (ethanol), O (water). The product is Cl.NC1=CC=C(ON2CC(CCC2)C2=CC=CC=C2)C=C1 (4-aminophenoxy-3-phenylpiperidine hydrochloride). RXN SMILES: [ClH:1].[N+](C1C=CC(O[C@H:10]2[CH2:15][CH2:14][NH:13][CH2:12][C@H:11]2[C:16]2[CH:21]=[CH:20][CH:19]=[CH:18][CH:17]=2)=CC=1)([O-])=O.[H][H].Cl.[NH2:27][C:28]1[CH:46]=[CH:45][C:31]([O:32][C@H]2CCNC[C@H]2C2C=CC=CC=2)=[CH:30][CH:29]=1>C(O)C.O.[Pd]>[ClH:1].[NH2:27][C:28]1[CH:46]=[CH:45][C:31]([O:32][N:13]2[CH2:14][CH2:15][CH2:10][CH:11]([C:16]3[CH:17]=[CH:18][CH:19]=[CH:20][CH:21]=3)[CH2:12]2)=[CH:30][CH:29]=1 |f:0.1,3.4,8.9|. Procedure: A solution of 4.1 g of cis-4-(4-nitrophenoxy)-3-phenylpiperidine hydrochloride, of Example 10, in a mixture of 125 ml of 95% aqueous ethanol and 5 ml of water is hydrogenated at 45 psi of hydrogen at room temperature over 0.41 g of 10% palladium on carbon catalyst. After 18 hours the catalyst is filtered off and the filtrate concentrated in vacuo. The resulting solid is triturated with ether and filtered to afford a nearly white salt, m.p. s 221°, 223.5°-225.5° C., of cis-4-(4-aminophenoxy)-3-ph...